Dataset: the Open Reaction Database (ORD), a public repository of structured organic reaction records. Task: describe an organic reaction: reactants, conditions, products, and yield Starting materials: C(C)(C)(C)C1=C(O)C=CC(=C1)O (t-butyl hydroquinone), C(=O)([O-])[O-].[K+].[K+] (K2CO3), O (Water), C(C1=CC=CC=C1)Cl (Benzyl chloride). The solvent is COCCO (2-methoxy ethanol). The product is C(C1=CC=CC=C1)OC1=CC(=C(C=C1)O)C(C)(C)C (4-(benzyloxy)-2-tert-butylphenol). RXN SMILES: [C:1]([C:5]1[CH:11]=[C:10]([OH:12])[CH:9]=[CH:8][C:6]=1[OH:7])([CH3:4])([CH3:3])[CH3:2].C([O-])([O-])=O.[K+].[K+].[CH2:19](Cl)[C:20]1[CH:25]=[CH:24][CH:23]=[CH:22][CH:21]=1.O>COCCO>[CH2:19]([O:12][C:10]1[CH:9]=[CH:8][C:6]([OH:7])=[C:5]([C:1]([CH3:4])([CH3:2])[CH3:3])[CH:11]=1)[C:20]1[CH:25]=[CH:24][CH:23]=[CH:22][CH:21]=1 |f:1.2.3|. Procedure: To a stirred solution of t-butyl hydroquinone (1.0 Kg) in 2-methoxy ethanol (2.0 L), was charged K2CO3 (2.0 Kg) portionwise under nitrogen atmosphere and the mixture refluxed. Benzyl chloride (0.762 L) was added dropwise at reflux temperature and heated further for 1.5 hr. The progress of the reaction was monitored on TLC. The reaction mixture was cooled and added DM Water (6.0 L). The uppermost oily layer was separated, dissolved in ethyl acetate (3.4 L), and washed with DM water (3.4 L×3). The... The reactants are OC[C@@H]1C=C[C@@H](C1)N1C=2N=C(NC(C2N=C1)=O)N ((1R,4S)-9-(4-Hydroxymethyl-2-cyclopentenyl)guanine), C(C)(=O)OC(C)=O (acetic anhydride). Reagents/catalysts: CN(C1=CC=NC=C1)C (4-dimethylaminopyridine). Run in CN(C=O)C (dimethylformamide). Yields the product C(C)(=O)OC[C@@H]1C=C[C@@H](C1)N1C=2N=C(NC(C2N=C1)=O)N ((1S,4R)-[4-(2-Amino-1,6-dihydro-6-oxo-9H-purin-9-yl)-2-cyclopenten-1-yl]methyl acetate). Yield: 70.0%. RXN SMILES: [OH:1][CH2:2][C@H:3]1[CH2:7][C@@H:6]([N:8]2[CH:16]=[N:15][C:14]3[C:13](=[O:17])[NH:12][C:11]([NH2:18])=[N:10][C:9]2=3)[CH:5]=[CH:4]1.[C:19](OC(=O)C)(=[O:21])[CH3:20]>CN(C)C1C=CN=CC=1.CN(C)C=O>[C:19]([O:1][CH2:2][C@H:3]1[CH2:7][C@@H:6]([N:8]2[CH:16]=[N:15][C:14]3[C:13](=[O:17])[NH:12][C:11]([NH2:18])=[N:10][C:9]2=3)[CH:5]=[CH:4]1)(=[O:21])[CH3:20]. Procedure: (1R,4S)-9-(4-Hydroxymethyl-2-cyclopentenyl)guanine (150 mg, 0.607 mmole), acetic anhydride (freshly distilled, 65 mg, 0.161 mmole), 4-dimethylaminopyridine (3 mg), and dry dimethylformamide (5 mL) were stirred under nitrogen for 2 days. The solvent was evaporated and the residue applied to a silica gel column. Title compound was eluted with 10% methanol-chloroform as a waxy white solid. Crystallization from ethanol gave white powder (123 mg, 70%), m.p. 247°-249° C.; 1H-NMR (DMSO-d6) δ10.55 (br s... As a reaction SMILES: C(O[C:6](=[O:15])[NH:7][CH2:8][CH2:9][NH:10][S:11]([CH3:14])(=[O:13])=[O:12])(C)(C)C.FC(F)(F)C(O)=O.COC([C:27]1[C:28]([OH:51])=[C:29]2[C:34](=[CH:35][N:36]=1)[N:33]([CH2:37][C:38]1[CH:43]=[CH:42][CH:41]=[CH:40][CH:39]=1)[C:32](=[O:44])[C:31]([C:45]1[CH:50]=[CH:49][CH:48]=[CH:47][CH:46]=1)=[CH:30]2)=O>C(Cl)Cl>[CH3:14][S:11]([NH:10][CH2:9][CH2:8][NH:7][C:6]([C:27]1[C:28]([OH:51])=[C:29]2[C:34](=[CH:35][N:36]=1)[N:33]([CH2:37][C:38]1[CH:43]=[CH:42][CH:41]=[CH:40][CH:39]=1)[C:32](=[O:44])[C:31]([C:45]1[CH:50]=[CH:49][CH:48]=[CH:47][CH:46]=1)=[CH:30]2)=[O:15])(=[O:12])=[O:13]. Solvent: C(Cl)Cl (CH2Cl2). Yields the product CS(=O)(=O)NCCNC(=O)C=1C(=C2C=C(C(N(C2=CN1)CC1=CC=CC=C1)=O)C1=CC=CC=C1)O (1-Benzyl-5-hydroxy-2-oxo-3-phenyl-1,2-dihydro-[1,7]naphthyridine-6-carboxylic acid (2-methanesulfonylamino-ethyl)-amide). Isolated yield 33.1%. Reactants: FC(C(=O)O)(F)F (Trifluoroacetic acid), C(C)(C)(C)OC(NCCNS(=O)(=O)C)=O ((2-Methanesulfonylamino-ethyl)-carbamic acid tert-butyl ester), COC(=O)C=1C(=C2C=C(C(N(C2=CN1)CC1=CC=CC=C1)=O)C1=CC=CC=C1)O (1-benzyl-5-hydroxy-2-oxo-3-phenyl-1,2-dihydro-[1,7]naphthyridine-6-carboxylic acid methyl ester). Procedure: (2-Methanesulfonylamino-ethyl)-carbamic acid tert-butyl ester (94 mg, 0.38 mmol) was dissolved in CH2Cl2 (2 mL). Trifluoroacetic acid (1 mL) was added, and the mixture was stirred at r.t. for 2 h. Solvent and excess TFA were removed by evaporation, and the residue was taken up in EtOH (3 mL). NaOMe was added with vigorous stirring until pH was about 8. The resulting mixture was transferred to a microwave vial containing 1-benzyl-5-hydroxy-2-oxo-3-phenyl-1,2-dihydro-[1,7]naphthyridine-6-carboxyli... Reaction conditions: time 2 hour. Starting materials: C(C)(=O)NC1=NC(N([C@H]2[C@H](OC)[C@H](OC(C)=O)[C@@H](COC(C)=O)O2)C=C1)=O (N4-acetyl-5′,3′-di-O-acetyl-2′-O-methyl cytidine), [Si](C)(C)(C)OS(=O)(=O)C(F)(F)F (TMStriflate), C1=CC=C(C=C1)C(=O)NC2=NC=NC3=C2NC=N3 (N6-benzoylaminopurine), [Si](C)(C)(C)OS(=O)(=O)C(F)(F)F (TMStriflate). Solvent: C(C)#N (acetonitrile), ClCCl (dichloromethane), C(C)#N (acetonitrile). Conditions: temperature 75 celsius. Yields the product [C@@H]1([C@H](O)[C@H](O)[C@@H](CO)O1)N1C(=O)NC(=O)C=C1 (uridine). The yield is 50.0%. As a reaction SMILES: C1C=CC(C(NC2C3NC=NC=3N=CN=2)=[O:8])=CC=1.C(N[C:23]1[CH:44]=[CH:43][N:26]([C@@H:27]2[O:42][C@H:36]([CH2:37][O:38]C(=O)C)[C@@H:31]([O:32]C(=O)C)[C@H:28]2[O:29]C)[C:25](=[O:45])[N:24]=1)(=O)C.[Si](OS(C(F)(F)F)(=O)=O)(C)(C)C>C(#N)C.ClCCl>[C@@H:27]1([N:26]2[CH:43]=[CH:44][C:23](=[O:8])[NH:24][C:25]2=[O:45])[O:42][C@H:36]([CH2:37][OH:38])[C@@H:31]([OH:32])[C@H:28]1[OH:29]. Procedure: A solution of N6-benzoylaminopurine (Lancaster) (1.23 g, 5.16 mmol) stirring in anhydrous acetonitrile under an argon atmosphere was treated with BSA (3.82 ml, 15.48 mmol) at reflux for 3 hours. Upon cooling, a solution of N4-acetyl-5′,3′-di-O-acetyl-2′-O-methyl cytidine (2) (see above) (0.66 g, 1.72 mmol) in 20 ml anh. acetonitrile was added to the reaction mixture followed by TMStriflate (1.03 ml, 5.16 mmol). The reaction mixture was then heated to 75° C. for 16 hours while stirring under posi... Starting materials: C(C)OC(CCCOC1=C(C(=CC=C1)CCCCCCOC=1C=C(C=C(C1)CO)C1=CC=C(C=C1)S(=O)(=O)C)CCC(=O)OCC)=O (4-{2-(2-ethoxycarbonyl-ethyl)-3-[6-(5-hydroxymethyl-4′-methanesulfonyl-biphenyl-3-yloxy)-hexyl]-phenoxy}-butyric acid ethyl ester), [H-].[Na+] (sodium hydride), ICC (iodoethane). The yield is 42.7%. Reported procedure: A similar procedure as described in Example 24, step 1 was used, starting from 4-{2-(2-ethoxycarbonyl-ethyl)-3-[6-(5-hydroxymethyl-4′-methanesulfonyl-biphenyl-3-yloxy)-hexyl]-phenoxy}-butyric acid ethyl ester (250 mg, 0.37 mmol), sodium hydride (29.9 mg, 0.75 mmol), and iodoethane (116.7 mg, 0.75 mmol) to obtain 4-{2-(2-ethoxycarbonyl-ethyl)-3-[6-(5-ethoxymethyl-4′-methanesulfonyl-biphenyl-3-yloxy)-hexyl]-phenoxy}-butyric acid ethyl ester (110 mg, 42%) as a light brown oil: ES(+)-HRMS m/e calcd ... As a reaction SMILES: [CH2:1]([O:3][C:4](=[O:47])[CH2:5][CH2:6][CH2:7][O:8][C:9]1[CH:14]=[CH:13][CH:12]=[C:11]([CH2:15][CH2:16][CH2:17][CH2:18][CH2:19][CH2:20][O:21][C:22]2[CH:23]=[C:24]([C:30]3[CH:35]=[CH:34][C:33]([S:36]([CH3:39])(=[O:38])=[O:37])=[CH:32][CH:31]=3)[CH:25]=[C:26]([CH2:28][OH:29])[CH:27]=2)[C:10]=1[CH2:40][CH2:41][C:42]([O:44][CH2:45][CH3:46])=[O:43])[CH3:2].[H-].[Na+].I[CH2:51][CH3:52]>>[CH2:1]([O:3][C:4](=[O:47])[CH2:5][CH2:6][CH2:7][O:8][C:9]1[CH:14]=[CH:13][CH:12]=[C:11]([CH2:15][CH2:16][CH2:17][CH2:18][CH2:19][CH2:20][O:21][C:22]2[CH:23]=[C:24]([C:30]3[CH:35]=[CH:34][C:33]([S:36]([CH3:39])(=[O:38])=[O:37])=[CH:32][CH:31]=3)[CH:25]=[C:26]([CH2:28][O:29][CH2:51][CH3:52])[CH:27]=2)[C:10]=1[CH2:40][CH2:41][C:42]([O:44][CH2:45][CH3:46])=[O:43])[CH3:2] |f:1.2|. Product: C(C)OC(CCCOC1=C(C(=CC=C1)CCCCCCOC=1C=C(C=C(C1)COCC)C1=CC=C(C=C1)S(=O)(=O)C)CCC(=O)OCC)=O (4-{2-(2-ethoxycarbonyl-ethyl)-3-[6-(5-ethoxymethyl-4′-methanesulfonyl-biphenyl-3-yloxy)-hexyl]-phenoxy}-butyric acid ethyl ester). Reactants: BrC1=NC=C(C=C1)F (2-bromo-5-fluoropyridine), C(CC#C)C=1OC2=C(N1)C=CC=C2 (2-(but-3-ynyl)benzo[d]oxazole). The product is FC=1C=CC(=NC1)C#CCCC=1OC2=C(N1)C=CC=C2 (2-(4-(5-fluoropyridin-2-yl)but-3-ynyl)benzo[d]oxazole). Yield: 4.9%. Reaction SMILES: Br[C:2]1[CH:7]=[CH:6][C:5]([F:8])=[CH:4][N:3]=1.[CH2:9]([C:13]1[O:14][C:15]2[CH:21]=[CH:20][CH:19]=[CH:18][C:16]=2[N:17]=1)[CH2:10][C:11]#[CH:12]>>[F:8][C:5]1[CH:6]=[CH:7][C:2]([C:12]#[C:11][CH2:10][CH2:9][C:13]2[O:14][C:15]3[CH:21]=[CH:20][CH:19]=[CH:18][C:16]=3[N:17]=2)=[N:3][CH:4]=1. Procedure: The title compound was prepared in accordance with the general method of Example 1, from 2-bromo-5-fluoropyridine (200 mg, 1.14 mol) and 2-(but-3-ynyl)benzo[d]oxazole (195 mg, 1.14 mmol, Example 8(A)). The crude residue was purified by flash chromatography (DCM/MeOH 99:1) and SCX column (DCM/MeOH 100:0 to 94:6, DCM/MeOH/NH4OH 94:5:1 to 90:8:2) to yield 15 mg (56 μmol, 5%) of 2-(4-(5-fluoropyridin-2-yl)but-3-ynyl)benzo[d]oxazole as a white solid. Reactants: CO, Clc1cccc(CBr)c1, Cl, C1=C(c2cc3ccccc3s2)CCNC1. Product: Clc1cccc(CN2CC=C(c3cc4ccccc4s3)CC2)c1. Reaction SMILES: [CH3:26][OH:27].[Cl:17][c:18]1[cH:19][c:20]([CH2:21][Br:22])[cH:23][cH:24][cH:25]1.[ClH:1].[s:2]1[c:3]([C:11]2=[CH:16][CH2:15][NH:14][CH2:13][CH2:12]2)[cH:4][c:5]2[c:6]1[cH:7][cH:8][cH:9][cH:10]2>>[s:2]1[c:3]([C:11]2=[CH:16][CH2:15][N:14]([CH2:21][c:20]3[cH:19][c:18]([Cl:17])[cH:25][cH:24][cH:23]3)[CH2:13][CH2:12]2)[cH:4][c:5]2[c:6]1[cH:7][cH:8][cH:9][cH:10]2.